From a dataset of the Open Reaction Database (ORD), a public repository of structured organic reaction records. describe an organic reaction: reactants, conditions, products, and yield Starting materials: CCOC(=O)CBr, [H-], NCC1(Nc2ccccc2)CCCCC1, [Na+], CN(C)C=O, O. Product: CCOC(=O)CNCC1(Nc2ccccc2)CCCCC1. Reaction SMILES: [Br:18][CH2:19][C:20](=[O:21])[O:22][CH2:23][CH3:24].[H-:1].[NH2:3][CH2:4][C:5]1([NH:11][c:12]2[cH:13][cH:14][cH:15][cH:16][cH:17]2)[CH2:6][CH2:7][CH2:8][CH2:9][CH2:10]1.[Na+:2].[O:26]=[CH:27][N:28]([CH3:29])[CH3:30].[OH2:25]>>[NH:3]([CH2:4][C:5]1([NH:11][c:12]2[cH:13][cH:14][cH:15][cH:16][cH:17]2)[CH2:6][CH2:7][CH2:8][CH2:9][CH2:10]1)[CH2:19][C:20](=[O:21])[O:22][CH2:23][CH3:24]. Starting materials: C1CCNC1, CC(C)(C)Nc1nc(Cl)cc(Cl)n1. The product is CC(C)(C)Nc1nc(Cl)cc(N2CCCC2)n1. Reaction SMILES: [CH2:14]1[CH2:15][CH2:16][NH:17][CH2:18]1.[Cl:1][c:2]1[n:3][c:4]([NH:9][C:10]([CH3:11])([CH3:12])[CH3:13])[n:5][c:6]([Cl:8])[cH:7]1>>[c:2]1([N:17]2[CH2:16][CH2:15][CH2:14][CH2:18]2)[n:3][c:4]([NH:9][C:10]([CH3:11])([CH3:12])[CH3:13])[n:5][c:6]([Cl:8])[cH:7]1. The reactants are CC1(COB(OC1)C1=CC=NN1C)C (5-(5,5-dimethyl-1,3,2-dioxaborinan-2-yl)-1-methyl-1H-pyrazole), BrC=1C=C(SC1)C(=O)O (4-bromo-2-thiophenecarboxylic acid), C(=O)([O-])[O-].[K+].[K+] (K2CO3), CC1(COB(OC1)C1=CC=NN1C)C (5-(5,5-dimethyl-1,3,2-dioxaborinan-2-yl)-1-methyl-1H-pyrazole). The reagents and catalysts are C=1C=CC(=CC1)[P](C=2C=CC=CC2)(C=3C=CC=CC3)[Pd]([P](C=4C=CC=CC4)(C=5C=CC=CC5)C=6C=CC=CC6)([P](C=7C=CC=CC7)(C=8C=CC=CC8)C=9C=CC=CC9)[P](C=1C=CC=CC1)(C=1C=CC=CC1)C=1C=CC=CC1 (tetrakistriphenylphosphine Pd(0)), C=1C=CC(=CC1)[P](C=2C=CC=CC2)(C=3C=CC=CC3)[Pd]([P](C=4C=CC=CC4)(C=5C=CC=CC5)C=6C=CC=CC6)([P](C=7C=CC=CC7)(C=8C=CC=CC8)C=9C=CC=CC9)[P](C=1C=CC=CC1)(C=1C=CC=CC1)C=1C=CC=CC1 (tetrakistriphenylphosphine Pd(0)). Solvent: O1CCOCC1.O (dioxane H2O). Run at temperature 80 celsius, time 12 hour. The product is CN1N=CC=C1C=1C=C(SC1)C(=O)O (4-(1-methyl-1H-pyrazol-5-yl)-2-thiophenecarboxylic acid). As a reaction SMILES: Br[C:2]1[CH:3]=[C:4]([C:7]([OH:9])=[O:8])[S:5][CH:6]=1.C([O-])([O-])=O.[K+].[K+].CC1(C)COB([C:23]2[N:27]([CH3:28])[N:26]=[CH:25][CH:24]=2)OC1>O1CCOCC1.O.C1C=CC([P]([Pd]([P](C2C=CC=CC=2)(C2C=CC=CC=2)C2C=CC=CC=2)([P](C2C=CC=CC=2)(C2C=CC=CC=2)C2C=CC=CC=2)[P](C2C=CC=CC=2)(C2C=CC=CC=2)C2C=CC=CC=2)(C2C=CC=CC=2)C2C=CC=CC=2)=CC=1>[CH3:28][N:27]1[C:23]([C:2]2[CH:3]=[C:4]([C:7]([OH:9])=[O:8])[S:5][CH:6]=2)=[CH:24][CH:25]=[N:26]1 |f:1.2.3,5.6,^1:40,42,61,80|. Procedure: To a solution of 4-bromo-2-thiophenecarboxylic acid (1 g, 4.83 mmol) in dioxane/H2O (5:1, 16 mL) was added K2CO3 (2.7 g, 19 mmol), tetrakistriphenylphosphine Pd(0) (279 mg, 0.241 mmol) and 5-(5,5-dimethyl-1,3,2-dioxaborinan-2-yl)-1-methyl-1H-pyrazole (1.2 g, 6.27 mmol). The reaction mixture was heated to 80° C. in a sealed tube for 2 h and additional tetrakistriphenylphosphine Pd(0) (279 mg, 0.241 mmol) and 5-(5,5-dimethyl-1,3,2-dioxaborinan-2-yl)-1-methyl-1H-pyrazole (1.2 g, 6.27 mmol) were add... Reactants: C(C)OC(=O)C1CCN(CC1)C1=NC=C(C=C1)C(NC1=CC(=C(C=C1)C)I)=O (5′-(3-iodo-4-methyl-phenylcarbamoyl)-3,4,5,6-tetrahydro-2H-[1,2′]bipyridinyl-4 carboxylic acid ethyl ester), FC1=C(C=CC=C1)B(O)O (2-fluorophenyl boronic acid), C(C)OC(=O)C1CCN(CC1)C1=NC=C(C=C1)C(NC1=CC(=C(C=C1)C1=CC=CC=C1)C)=O (5′-(2-methyl-biphenyl-4-ylcarbamoyl)-3,4,5,6-tetrahydro-2H-[1,2′]bipyridinyl-4-carboxylic acid ethyl ester). Yields the product C(C)OC(=O)C1CCN(CC1)C1=NC=C(C=C1)C(NC=1C=C(C(=CC1)C)C1=C(C=CC=C1)F)=O (5′-(2′-Fluoro-6-methyl-biphenyl-3-ylcarbamoyl)-3,4,5,6-tetrahydro-2H-[1,2′]bipyridinyl-4-carboxylic acid ethyl ester). Reaction SMILES: [CH2:1]([O:3][C:4]([CH:6]1[CH2:11][CH2:10][N:9]([C:12]2[CH:17]=[CH:16][C:15]([C:18](=[O:28])[NH:19][C:20]3[CH:25]=[CH:24][C:23]([CH3:26])=[C:22](I)[CH:21]=3)=[CH:14][N:13]=2)[CH2:8][CH2:7]1)=[O:5])[CH3:2].[F:29][C:30]1[CH:35]=[CH:34][CH:33]=[CH:32][C:31]=1B(O)O.C(OC(C1CCN(C2C=CC(C(=O)NC3C=CC(C4C=CC=CC=4)=C(C)C=3)=CN=2)CC1)=O)C>>[CH2:1]([O:3][C:4]([CH:6]1[CH2:11][CH2:10][N:9]([C:12]2[CH:17]=[CH:16][C:15]([C:18](=[O:28])[NH:19][C:20]3[CH:21]=[C:22]([C:31]4[CH:32]=[CH:33][CH:34]=[CH:35][C:30]=4[F:29])[C:23]([CH3:26])=[CH:24][CH:25]=3)=[CH:14][N:13]=2)[CH2:8][CH2:7]1)=[O:5])[CH3:2]. Procedure details: 5′-(2′-Fluoro-6-methyl-biphenyl-3-ylcarbamoyl)-3,4,5,6-tetrahydro-2H-[1,2′]bipyridinyl-4-carboxylic acid ethyl ester was prepared from 5′-(3-iodo-4-methyl-phenylcarbamoyl)-3,4,5,6-tetrahydro-2H-[1,2′]bipyridinyl-4 carboxylic acid ethyl ester and 2-fluorophenyl boronic acid following a method similar to the one described in the synthesis of 5′-(2-methyl-biphenyl-4-ylcarbamoyl)-3,4,5,6-tetrahydro-2H-[1,2′]bipyridinyl-4-carboxylic acid ethyl ester, above. The product was isolated after silica gel c...